Dataset: the Open Reaction Database (ORD), a public repository of structured organic reaction records. Task: describe an organic reaction: reactants, conditions, products, and yield Reaction SMILES: [C:28](=[O:29])([O-:30])[O-:31].[CH3:1][O:2][c:3]1[cH:4][cH:5][c:6]([CH2:9][C:10](=[O:11])[NH:12][c:13]2[n:14][cH:15][c:16]3[cH:17][cH:18][c:19](-[c:23]4[cH:24][n:25][nH:26][cH:27]4)[cH:20][c:21]3[cH:22]2)[cH:7][cH:8]1.[CH3:34][I:35].[CH3:42][S:43]([CH3:44])=[O:45].[Cs+:32].[Cs+:33].[O:36]1[CH2:37][CH2:38][O:39][CH2:40][CH2:41]1>>[CH3:1][O:2][c:3]1[cH:4][cH:5][c:6]([CH2:9][C:10](=[O:11])[NH:12][c:13]2[n:14][cH:15][c:16]3[cH:17][cH:18][c:19](-[c:23]4[cH:24][n:25][n:26]([CH3:28])[cH:27]4)[cH:20][c:21]3[cH:22]2)[cH:7][cH:8]1. The reactants are O=C([O-])[O-], COc1ccc(CC(=O)Nc2cc3cc(-c4cn[nH]c4)ccc3cn2)cc1, CI, CS(C)=O, [Cs+], [Cs+], C1COCCO1. Yields the product COc1ccc(CC(=O)Nc2cc3cc(-c4cnn(C)c4)ccc3cn2)cc1. Reactants: CC(C)(C)[Si](C)(C)Oc1ccc(Br)c2ccc(C(F)(F)F)nc12, CO, Cl, O. Yields the product Oc1ccc(Br)c2ccc(C(F)(F)F)nc12. RXN SMILES: [Br:1][c:2]1[c:3]2[cH:4][cH:5][c:6]([C:20]([F:21])([F:22])[F:23])[n:7][c:8]2[c:9]([O:12][Si:13]([C:14]([CH3:15])([CH3:16])[CH3:17])([CH3:18])[CH3:19])[cH:10][cH:11]1.[CH3:26][OH:27].[ClH:24].[OH2:25]>>[Br:1][c:2]1[c:3]2[cH:4][cH:5][c:6]([C:20]([F:21])([F:22])[F:23])[n:7][c:8]2[c:9]([OH:12])[cH:10][cH:11]1. Starting materials: C(C)(C)(C)OC(=O)N1C(CCC1)C1=NC2=C(N1)C=C(C=C2)C2=CC=C(C=C2)C2=CC=C(C=C2)B2OC(C(O2)(C)C)(C)C (2-{6-[4′-(4,4,5,5-tetramethyl-[1,3,2]dioxaborolan-2-yl)-biphenyl-4-yl]-1H-benzoimidazol-2-yl}-pyrrolidine-1-carboxylic acid tert-butyl ester), C(C)(C)(C)OC(=O)N1C(CCC1)C=1N(C(=CN1)Br)COCC[Si](C)(C)C (2-[5-bromo-1-(2-trimethylsilanyl-ethoxymethyl)-1H-imidazol-2-yl]-pyrrolidine-1-carboxylic acid tert-butyl ester), C([O-])([O-])=O.[K+].[K+] (potassium carbonate). The reagents and catalysts are C=1C=CC(=CC1)[P](C=2C=CC=CC2)(C=3C=CC=CC3)[Pd]([P](C=4C=CC=CC4)(C=5C=CC=CC5)C=6C=CC=CC6)([P](C=7C=CC=CC7)(C=8C=CC=CC8)C=9C=CC=CC9)[P](C=1C=CC=CC1)(C=1C=CC=CC1)C=1C=CC=CC1 (tetrakis(triphenylphosphine)palladium), C1=CC=C(C=C1)P([C-]2C=CC=C2)C3=CC=CC=C3.C1=CC=C(C=C1)P([C-]2C=CC=C2)C3=CC=CC=C3.Cl[Pd]Cl.[Fe+2] (Pd(dppf)Cl2). Solvent: COCCOC (1,2-dimethoxyethane), O (water), C(C)(=O)OCC (ethyl acetate). Reaction conditions: temperature 90 celsius. Yields the product C(C)(C)(C)OC(=O)N1C(CCC1)C1=NC2=C(N1)C=C(C=C2)C2=CC=C(C=C2)C2=CC=C(C=C2)C=2N(C(=NC2)C2N(CCC2)C(=O)OC(C)(C)C)COCC[Si](C)(C)C (2-(6-{4′-[2-(1-Boc-pyrrolidin-2-yl)-3-(2-trimethylsilanyl-ethoxymethyl)-3H-imidazol-4-yl]-biphenyl-4-yl}-1H-benzoimidazol-2-yl)-pyrrolidine-1-carboxylic acid tert-butyl ester). Yield: 24.8%. As a reaction SMILES: [C:1]([O:5][C:6]([N:8]1[CH2:12][CH2:11][CH2:10][CH:9]1[C:13]1[NH:17][C:16]2[CH:18]=[C:19]([C:22]3[CH:27]=[CH:26][C:25]([C:28]4[CH:33]=[CH:32][C:31](B5OC(C)(C)C(C)(C)O5)=[CH:30][CH:29]=4)=[CH:24][CH:23]=3)[CH:20]=[CH:21][C:15]=2[N:14]=1)=[O:7])([CH3:4])([CH3:3])[CH3:2].[C:43]([O:47][C:48]([N:50]1[CH2:54][CH2:53][CH2:52][CH:51]1[C:55]1[N:56]([CH2:61][O:62][CH2:63][CH2:64][Si:65]([CH3:68])([CH3:67])[CH3:66])[C:57](Br)=[CH:58][N:59]=1)=[O:49])([CH3:46])([CH3:45])[CH3:44].C(=O)([O-])[O-].[K+].[K+]>COCCOC.O.C(OCC)(=O)C.C1C=CC([P]([Pd]([P](C2C=CC=CC=2)(C2C=CC=CC=2)C2C=CC=CC=2)([P](C2C=CC=CC=2)(C2C=CC=CC=2)C2C=CC=CC=2)[P](C2C=CC=CC=2)(C2C=CC=CC=2)C2C=CC=CC=2)(C2C=CC=CC=2)C2C=CC=CC=2)=CC=1.C1C=CC(P(C2C=CC=CC=2)[C-]2C=CC=C2)=CC=1.C1C=CC(P(C2C=CC=CC=2)[C-]2C=CC=C2)=CC=1.Cl[Pd]Cl.[Fe+2]>[C:1]([O:5][C:6]([N:8]1[CH2:12][CH2:11][CH2:10][CH:9]1[C:13]1[NH:17][C:16]2[CH:18]=[C:19]([C:22]3[CH:23]=[CH:24][C:25]([C:28]4[CH:29]=[CH:30][C:31]([C:57]5[N:56]([CH2:61][O:62][CH2:63][CH2:64][Si:65]([CH3:68])([CH3:67])[CH3:66])[C:55]([CH:51]6[CH2:52][CH2:53][CH2:54][N:50]6[C:48]([O:47][C:43]([CH3:46])([CH3:45])[CH3:44])=[O:49])=[N:59][CH:58]=5)=[CH:32][CH:33]=4)=[CH:26][CH:27]=3)[CH:20]=[CH:21][C:15]=2[N:14]=1)=[O:7])([CH3:4])([CH3:2])[CH3:3] |f:2.3.4,9.10.11.12,^1:91,93,112,131|. Procedure details: A mixture of 2-{6-[4′-(4,4,5,5-tetramethyl-[1,3,2]dioxaborolan-2-yl)-biphenyl-4-yl]-1H-benzoimidazol-2-yl}-pyrrolidine-1-carboxylic acid tert-butyl ester (147 mg, 0.26 mmol), 2-[5-bromo-1-(2-trimethylsilanyl-ethoxymethyl)-1H-imidazol-2-yl]-pyrrolidine-1-carboxylic acid tert-butyl ester (116 mg, 0.26 mmol), tetrakis(triphenylphosphine)palladium (30 mg, 0.026 mmol), Pd(dppf)Cl2 (21 mg, 0.026 mmol) and potassium carbonate (72 mg, 0.52 mmol) in 3 ml 1,2-dimethoxyethane and 1 mL water was heated to 9... The reactants are ClC1=C(C(=NC(=N1)C)O)C(C)C (6-Chloro-2-methyl-5-(1-methylethyl)-4-pyrimidinol), C(C)N (ethylamine). Run at temperature 90 celsius. The product is C(C)NC1=C(C(=NC(=N1)C)O)C(C)C (6-(Ethylamino)-2-methyl-5-(1-methylethyl)-4-pyrimidinol). RXN SMILES: Cl[C:2]1[N:7]=[C:6]([CH3:8])[N:5]=[C:4]([OH:9])[C:3]=1[CH:10]([CH3:12])[CH3:11].[CH2:13]([NH2:15])[CH3:14]>>[CH2:13]([NH:15][C:2]1[N:7]=[C:6]([CH3:8])[N:5]=[C:4]([OH:9])[C:3]=1[CH:10]([CH3:12])[CH3:11])[CH3:14]. Procedure: A mixture of 3.00 g (16.1 mmol) of 6-Chloro-2-methyl-5-(1-methylethyl)-4-pyrimidinol and 10.4 mL (7.24 g, 161 mmol, 10 equiv.) of ethylamine as a 70% w/w aqueous solution was sealed in a glass flask, heated at 90° C. for 5 days, and then cooled to 23° C. The mixture was concentrated in vacuo and purified by flash chromatography (silica gel, 50 mm column, 500 mL 4:1 EtOAc:hexane then EtOAc as eluent, mixed fractions rechromatographed) to provide 1.32 g (7.01 mmol, 44%) of recovered starting mater...